From a dataset of the Open Reaction Database (ORD), a public repository of structured organic reaction records. describe an organic reaction: reactants, conditions, products, and yield The reactants are CC(=CCOS(C)(=O)=O)c1c(CO[SiH](c2ccccc2)c2ccccc2)cc(C)c(C(C)(C)C)c1C, O=C1NC(=O)c2ccccc21, CN(C)C=O, [K], O. Yields the product CC(=CCN1C(=O)c2ccccc2C1=O)c1c(CO[SiH](c2ccccc2)c2ccccc2)cc(C)c(C(C)(C)C)c1C. Reaction SMILES: [C:1]([CH3:2])([CH3:3])([CH3:4])[c:5]1[c:6]([CH3:36])[c:7]([C:27](=[CH:28][CH2:29][O:30][S:31]([CH3:32])(=[O:33])=[O:34])[CH3:35])[c:8]([CH2:12][O:13][SiH:14]([c:15]2[cH:16][cH:17][cH:18][cH:19][cH:20]2)[c:21]2[cH:22][cH:23][cH:24][cH:25][cH:26]2)[cH:9][c:10]1[CH3:11].[C:37]1(=[O:47])[c:38]2[c:39]([cH:43][cH:44][cH:45][cH:46]2)[C:40](=[O:42])[NH:41]1.[CH3:50][N:51]([CH3:52])[CH:53]=[O:54].[K:48].[OH2:49]>>[C:1]([CH3:2])([CH3:3])([CH3:4])[c:5]1[c:6]([CH3:36])[c:7]([C:27](=[CH:28][CH2:29][N:41]2[C:37](=[O:47])[c:38]3[c:39]([cH:43][cH:44][cH:45][cH:46]3)[C:40]2=[O:42])[CH3:35])[c:8]([CH2:12][O:13][SiH:14]([c:15]2[cH:16][cH:17][cH:18][cH:19][cH:20]2)[c:21]2[cH:22][cH:23][cH:24][cH:25][cH:26]2)[cH:9][c:10]1[CH3:11]. The reactants are BrC1=CC(=CC=C1)C(C)C (1-bromo-3-isopropylbenzene), [Li]CCCC (BuLi), CON(C(C)=O)C (N-methoxy-N-methylacetamide). Run in C1CCOC1 (THF). Run at time 30 minute. The product is C(C)(C)C=1C=C(C=CC1)[C@H](C)N ((S)-1-(3-isopropylphenyl)ethanamine). Reaction SMILES: Br[C:2]1[CH:7]=[CH:6][CH:5]=[C:4]([CH:8]([CH3:10])[CH3:9])[CH:3]=1.[Li]CCCC.CO[N:18](C)[C:19](=O)[CH3:20]>C1COCC1>[CH:8]([C:4]1[CH:3]=[C:2]([C@@H:19]([NH2:18])[CH3:20])[CH:7]=[CH:6][CH:5]=1)([CH3:10])[CH3:9]. Procedure: To a solution of 1-bromo-3-isopropylbenzene (10 g, 0.05 mol) in THF was added dropwise with BuLi (47 mL, 0.075 mol) at −60° C. After stirred 30 minutes, N-methoxy-N-methylacetamide (6.22 g, 0.06 mol) was added. The mixture was stirred at −30° C. for 3 hours. Then the mixture was quenched with H2O, the mixture was partitioned between EtOAc and water. The layer was separated and washed with water, brine, dried over Na2SO4, and concentrated. The residue was purified by column chromatography to obta... The reactants are NC1=C(C=CC=C1C(N)=O)NC(=O)C1N(C2=CC=CC=C2CC1)C(=O)OCC1=CC=CC=C1 (benzyl 2-((2-amino-3-carbamoylphenyl)carbamoyl)-3,4-dihydroquinoline-1(2H)-carboxylate). Run in C(C)(=O)O (acetic acid). Run at time 2 hour. Yields the product C(N)(=O)C1=CC=CC=2NC(=NC21)C2N(C1=CC=CC=C1CC2)C(=O)OC(C)(C)C (tert-butyl 2-(4-carbamoyl-1H-benzo[d]imidazol-2-yl)-3,4-dihydroquinoline-1(2H)-carboxylate). Reaction SMILES: [NH2:1][C:2]1[C:7]([C:8](=[O:10])[NH2:9])=[CH:6][CH:5]=[CH:4][C:3]=1[NH:11][C:12]([CH:14]1[CH2:23][CH2:22][C:21]2[C:16](=[CH:17][CH:18]=[CH:19][CH:20]=2)[N:15]1[C:24]([O:26]CC1C=CC=CC=1)=[O:25])=O>C(O)(=O)C>[C:8]([C:7]1[C:2]2[N:1]=[C:12]([CH:14]3[CH2:23][CH2:22][C:21]4[C:16](=[CH:17][CH:18]=[CH:19][CH:20]=4)[N:15]3[C:24]([O:26][C:7]([CH3:8])([CH3:2])[CH3:6])=[O:25])[NH:11][C:3]=2[CH:4]=[CH:5][CH:6]=1)(=[O:10])[NH2:9]. Procedure details: Step-2: A solution of benzyl 2-((2-amino-3-carbamoylphenyl)carbamoyl)-3,4-dihydroquinoline-1(2H)-carboxylate (50 mg, 0.122 mmol) in acetic acid (2 ml) was heated to 80° C. and stirred for 2 h. The reaction mixture was concentrated, neutralized with aq. NaHCO3 and extracted with DCM. The DCM layer was washed with brine, dried over anhydrous sodium sulfate and evaporated. Purification of the crude product over preparative TLC using ethyl acetate/hexane mixture (2:1) as eluent afforded tert-butyl 2... Starting materials: CON(C)C(=O)C1CC(Cc2nc3cc(C(C)(C)C)ccc3[nH]2)C1, O=C([O-])[O-], C[Si](C)(C)CCOCCl, CN(C)C=O, [K+], [K+]. Yields the product CON(C)C(=O)C1CC(Cc2nc3cc(C(C)(C)C)ccc3n2COCC[Si](C)(C)C)C1. As a reaction SMILES: [C:1]([CH3:2])([CH3:3])([CH3:4])[c:5]1[cH:6][c:7]2[c:8]([nH:9][c:10]([CH2:12][CH:13]3[CH2:14][CH:15]([C:17](=[O:18])[N:19]([CH3:20])[O:21][CH3:22])[CH2:16]3)[n:11]2)[cH:23][cH:24]1.[C:25](=[O:26])([O-:27])[O-:28].[CH3:31][Si:32]([CH2:33][CH2:34][O:35][CH2:36][Cl:37])([CH3:38])[CH3:39].[CH3:40][N:41]([CH3:42])[CH:43]=[O:44].[K+:29].[K+:30]>>[C:1]([CH3:2])([CH3:3])([CH3:4])[c:5]1[cH:6][c:7]2[c:8]([n:9]([CH2:36][O:35][CH2:34][CH2:33][Si:32]([CH3:31])([CH3:38])[CH3:39])[c:10]([CH2:12][CH:13]3[CH2:14][CH:15]([C:17](=[O:18])[N:19]([CH3:20])[O:21][CH3:22])[CH2:16]3)[n:11]2)[cH:23][cH:24]1. Starting materials: C=CCBr, C1CCOC1, O=c1[nH]c2ccc(C3CCC(NCCCc4ccc(F)cc4)CC3)cc2o1, [Na+], O=C([O-])O, CN(C)C=O, O. Yields the product C=CCN(CCCc1ccc(F)cc1)C1CCC(c2ccc3[nH]c(=O)oc3c2)CC1. RXN SMILES: [CH2:33]([CH:34]=[CH2:35])[Br:36].[CH2:37]1[O:38][CH2:39][CH2:40][CH2:41]1.[F:1][c:2]1[cH:3][cH:4][c:5]([CH2:8][CH2:9][CH2:10][NH:11][CH:12]2[CH2:13][CH2:14][CH:15]([c:18]3[cH:19][c:20]4[c:21]([nH:22][c:23](=[O:25])[o:24]4)[cH:26][cH:27]3)[CH2:16][CH2:17]2)[cH:6][cH:7]1.[Na+:32].[O-:28][C:29]([OH:30])=[O:31].[O:42]=[CH:43][N:44]([CH3:45])[CH3:46].[OH2:47]>>[F:1][c:2]1[cH:3][cH:4][c:5]([CH2:8][CH2:9][CH2:10][N:11]([CH:12]2[CH2:13][CH2:14][CH:15]([c:18]3[cH:19][c:20]4[c:21]([nH:22][c:23](=[O:25])[o:24]4)[cH:26][cH:27]3)[CH2:16][CH2:17]2)[CH2:35][CH:34]=[CH2:33])[cH:6][cH:7]1. Run at time 8 hour. Starting materials: BrCC#N (bromoacetonitrile), C([O-])([O-])=O.[K+].[K+] (potassium carbonate), BrC1=C2C=CC(=CC2=CC=C1O)NC(=O)C1=C(OC2=C1C=CC=C2)CCCC (2-butyl-benzofuran-3-carboxylic acid (5-bromo-6-hydroxy-naphthalen-2-yl)-amide). As a reaction SMILES: [Br:1][C:2]1[C:11]([OH:12])=[CH:10][CH:9]=[C:8]2[C:3]=1[CH:4]=[CH:5][C:6]([NH:13][C:14]([C:16]1[C:20]3[CH:21]=[CH:22][CH:23]=[CH:24][C:19]=3[O:18][C:17]=1[CH2:25][CH2:26][CH2:27][CH3:28])=[O:15])=[CH:7]2.Br[CH2:30][C:31]#[N:32].C(=O)([O-])[O-].[K+].[K+]>CN(C=O)C>[Br:1][C:2]1[C:11]([O:12][CH2:30][C:31]#[N:32])=[CH:10][CH:9]=[C:8]2[C:3]=1[CH:4]=[CH:5][C:6]([NH:13][C:14]([C:16]1[C:20]3[CH:21]=[CH:22][CH:23]=[CH:24][C:19]=3[O:18][C:17]=1[CH2:25][CH2:26][CH2:27][CH3:28])=[O:15])=[CH:7]2 |f:2.3.4|. Yields the product BrC1=C2C=CC(=CC2=CC=C1OCC#N)NC(=O)C1=C(OC2=C1C=CC=C2)CCCC (2-butyl-benzofuran-3-carboxylic acid (5-bromo-6-cyanomethoxy-naphthalen-2-yl)-amide). Procedure: A mixture of 2-butyl-benzofuran-3-carboxylic acid (5-bromo-6-hydroxy-naphthalen-2-yl)-amide (351 mg, 0.801 mmol), prepared in the previous step, bromoacetonitrile (67 μL, 0.962 mmol) and potassium carbonate (559 mg, 4.05 mmol) in 15 mL of DMF was stirred under nitrogen at room temperature for 19 h (overnight). The reaction was partitioned between ethyl acetate and water. The organic layer was separated, washed five times with water, dried (MgSO4) and the solvent removed under reduced pressure to... The yield is 95.2%. Run in CN(C)C=O (DMF).